This data is from the Open Reaction Database (ORD), a public repository of structured organic reaction records. The task is: describe an organic reaction: reactants, conditions, products, and yield Yields the product FC(C(=O)O)(F)F.C(C)S(=O)(=O)N1CCC(CC1)C1=CNC2=C(C=C(C=C12)C1=CC(=C(C=C1)OC)CN1CCOCC1)C(=O)N (3-[1-(ethylsulfonyl)-4-piperidinyl]-5-[4-(methyloxy)-3-(4-morpholinylmethyl)phenyl]-1H-indole-7-carboxamide trifluoroacetate). As a reaction SMILES: [F:1][C:2]([F:7])([F:6])[C:3]([OH:5])=[O:4].[CH3:8][N:9]([CH2:11][C:12]1[CH:13]=[C:14]([C:20]2[CH:21]=[C:22]3[C:26](=[C:27]([C:29]([NH2:31])=[O:30])[CH:28]=2)[NH:25][CH:24]=[C:23]3[CH:32]2[CH2:37][CH2:36][N:35]([S:38]([CH2:41][CH3:42])(=[O:40])=[O:39])[CH2:34][CH2:33]2)[CH:15]=[CH:16][C:17]=1[O:18][CH3:19])[CH3:10].N1C[CH2:47][O:46][CH2:45]C1.CNC>>[F:1][C:2]([F:7])([F:6])[C:3]([OH:5])=[O:4].[CH2:41]([S:38]([N:35]1[CH2:36][CH2:37][CH:32]([C:23]2[C:22]3[C:26](=[C:27]([C:29]([NH2:31])=[O:30])[CH:28]=[C:20]([C:14]4[CH:15]=[CH:16][C:17]([O:18][CH3:19])=[C:12]([CH2:11][N:9]5[CH2:10][CH2:47][O:46][CH2:45][CH2:8]5)[CH:13]=4)[CH:21]=3)[NH:25][CH:24]=2)[CH2:33][CH2:34]1)(=[O:40])=[O:39])[CH3:42] |f:0.1,4.5|. The yield is 17.0%. The reactants are FC(C(=O)O)(F)F.CN(C)CC=1C=C(C=CC1OC)C=1C=C2C(=CNC2=C(C1)C(=O)N)C1CCN(CC1)S(=O)(=O)CC (5-[3-[(dimethylamino)methyl]-4-(methyloxy)phenyl]-3-[1-(ethylsulfonyl)-4-piperidinyl]-1H-indole-7-carboxamide trifluoroacetate), N1CCOCC1 (morpholine), CNC (dimethylamine). Reported procedure: The title compound was prepared according to the general procedure of 5-[3-[(dimethylamino)methyl]-4-(methyloxy)phenyl]-3-[1-(ethylsulfonyl)-4-piperidinyl]-1H-indole-7-carboxamide trifluoroacetate, substituting morpholine (20 μL, 0.214 mmol) for the dimethylamine to afford 12 mg of the title compound (17%). Reactants: CC(=O)O, [K+], CC(=O)N1Cc2ccccc2C2(CCN(C3CCC4(CC3)OCCO4)CC2)C1, [OH-], O. The product is CC(=O)N1Cc2ccccc2C2(CCN(C3CCC(=O)CC3)CC2)C1. As a reaction SMILES: [C:31]([OH:32])(=[O:33])[CH3:34].[K+:30].[O:1]1[CH2:3][CH2:2][O:4][C:5]12[CH2:6][CH2:7][CH:8]([N:11]1[CH2:12][CH2:13][C:14]3([CH2:15][N:16]([C:24]([CH3:25])=[O:26])[CH2:17][c:18]4[cH:19][cH:20][cH:21][cH:22][c:23]43)[CH2:27][CH2:28]1)[CH2:9][CH2:10]2.[OH-:29].[OH2:35]>>[O:4]=[C:5]1[CH2:6][CH2:7][CH:8]([N:11]2[CH2:12][CH2:13][C:14]3([CH2:15][N:16]([C:24]([CH3:25])=[O:26])[CH2:17][c:18]4[cH:19][cH:20][cH:21][cH:22][c:23]43)[CH2:27][CH2:28]2)[CH2:9][CH2:10]1. Starting materials: CC1=CC=C(C=C(C(=O)OC)C(C)=O)C=C1 (methyl 2-(4-methylbenzylidene)-3-oxobutanoate), Cl.NC(=CC(=O)OCC)N (ethyl 3,3-diaminoacrylate, hydrochloride), CN1CCOCC1 (N-methylmorpholine). Run in C(C)(C)O (Isopropanol). The product is NC=1NC(=C(C(C1C(=O)OCC)C1=CC=C(C=C1)C)C(=O)OC)C (3-ethyl 5-methyl 2-amino-6-methyl-4-(p-tolyl)-1,4-dihydropyridine-3,5-dicarboxylate). Yield: 84.7%. Reaction SMILES: [CH3:1][C:2]1[CH:16]=[CH:15][C:5]([CH:6]=[C:7]([C:12](=O)[CH3:13])[C:8]([O:10][CH3:11])=[O:9])=[CH:4][CH:3]=1.Cl.[NH2:18][C:19]([NH2:26])=[CH:20][C:21]([O:23][CH2:24][CH3:25])=[O:22].CN1CCOCC1>C(O)(C)C>[NH2:18][C:19]1[NH:26][C:12]([CH3:13])=[C:7]([C:8]([O:10][CH3:11])=[O:9])[CH:6]([C:5]2[CH:15]=[CH:16][C:2]([CH3:1])=[CH:3][CH:4]=2)[C:20]=1[C:21]([O:23][CH2:24][CH3:25])=[O:22] |f:1.2|. Procedure details: A mixture of (E and Z) methyl 2-(4-methylbenzylidene)-3-oxobutanoate (887 mg, 4.06 mmol), ethyl 3,3-diaminoacrylate, hydrochloride (677 mg, 4.06 mmol), and N-methylmorpholine (447 μl, 4.06 mmol) in Isopropanol (7682 μl) was refluxed overnight. The reaction was then concentrated and purified with column chromatography (0-100% EtOAc/Hexane) to afford 3-ethyl 5-methyl 2-amino-6-methyl-4-(p-tolyl)-1,4-dihydropyridine-3,5-dicarboxylate (1.1349 g, 3.44 mmol, 85% yield) as pale yellow solid: 1H NMR (40...